Dataset: the Open Reaction Database (ORD), a public repository of structured organic reaction records. Task: describe an organic reaction: reactants, conditions, products, and yield Starting materials: C(C1=CC=CC=C1)O[C@@H]1[C@H]([C@H](OC=CC)O[C@@H]([C@H]1O)COC(CCCCCCCCCCCCCCC)=O)NC(CCCCCCCCCCCCCCC)=O (1-propenyl 3-O-benzyl-2-deoxy-2-palmitamido-6-O-palmitoyl-β-D-glucopyranoside), ClCC(=O)Cl (chloroacetyl chloride), Cl (HCl). The solvent is C(Cl)Cl (CH2Cl2), O (water), C(Cl)Cl (CH2Cl2), N1=CC=CC=C1 (pyridine). Conditions: temperature 0 celsius. Yields the product C(C1=CC=CC=C1)O[C@@H]1[C@H]([C@H](OC=CC)O[C@@H]([C@H]1OC(CCl)=O)COC(CCCCCCCCCCCCCCC)=O)NC(CCCCCCCCCCCCCCC)=O (1-Propenyl 3-O-benzyl-4-O-chloroacetyl-2-deoxy-2-palmitamido-6-O-palmitoyl-β-D-glucopyranoside). RXN SMILES: [CH2:1]([O:8][C@H:9]1[C@H:18]([OH:19])[C@@H:17]([CH2:20][O:21][C:22](=[O:38])[CH2:23][CH2:24][CH2:25][CH2:26][CH2:27][CH2:28][CH2:29][CH2:30][CH2:31][CH2:32][CH2:33][CH2:34][CH2:35][CH2:36][CH3:37])[O:16][C@@H:11]([O:12][CH:13]=[CH:14][CH3:15])[C@@H:10]1[NH:39][C:40](=[O:56])[CH2:41][CH2:42][CH2:43][CH2:44][CH2:45][CH2:46][CH2:47][CH2:48][CH2:49][CH2:50][CH2:51][CH2:52][CH2:53][CH2:54][CH3:55])[C:2]1[CH:7]=[CH:6][CH:5]=[CH:4][CH:3]=1.[Cl:57][CH2:58][C:59](Cl)=[O:60].Cl>O.C(Cl)Cl.N1C=CC=CC=1>[CH2:1]([O:8][C@H:9]1[C@H:18]([O:19][C:59](=[O:60])[CH2:58][Cl:57])[C@@H:17]([CH2:20][O:21][C:22](=[O:38])[CH2:23][CH2:24][CH2:25][CH2:26][CH2:27][CH2:28][CH2:29][CH2:30][CH2:31][CH2:32][CH2:33][CH2:34][CH2:35][CH2:36][CH3:37])[O:16][C@@H:11]([O:12][CH:13]=[CH:14][CH3:15])[C@@H:10]1[NH:39][C:40](=[O:56])[CH2:41][CH2:42][CH2:43][CH2:44][CH2:45][CH2:46][CH2:47][CH2:48][CH2:49][CH2:50][CH2:51][CH2:52][CH2:53][CH2:54][CH3:55])[C:2]1[CH:7]=[CH:6][CH:5]=[CH:4][CH:3]=1. Reported procedure: To 0.4 g. of Compound 7 in 15 ml. of CH2Cl2 was added 0.4 ml. of pyridine. The reaction mixture was cooled to about 0° C. and 0.4 ml. chloroacetyl chloride in 5 ml. of CH2Cl2 was added dropwise with stirring. After stirring at room temperature for 30 minutes, thin layer chromatography showed the reaction was complete. Next water was added, then 5% HCl followed by a wash with water and NaHCO3. The dried chloroform layer was evaporated and the residue taken up in hot methanol and the solid materia... Reactants: COc1ccc(C2=CC(=O)CCC2)cc1, CO, ClCCl, O=[Cr](=O)([O-])O[Cr](=O)(=O)[O-], O=C([O-])C(F)(F)F, [H][H], [Pd], c1cc[nH+]cc1, c1cc[nH+]cc1, c1cc[nH+]cc1. Product: COc1ccc(C2CCCC(=O)C2)cc1. RXN SMILES: [CH3:1][O:2][c:3]1[cH:4][cH:5][c:6]([C:9]2=[CH:10][C:11](=[O:15])[CH2:12][CH2:13][CH2:14]2)[cH:7][cH:8]1.[CH3:52][OH:53].[Cl:54][CH2:55][Cl:56].[Cr:18]([O:19][Cr:20]([O-:21])(=[O:22])=[O:23])([O-:24])(=[O:25])=[O:26].[F:39][C:40]([F:41])([F:42])[C:43]([O-:44])=[O:45].[H:16][H:17].[Pd:57].[nH+:27]1[cH:28][cH:29][cH:30][cH:31][cH:32]1.[nH+:33]1[cH:34][cH:35][cH:36][cH:37][cH:38]1.[nH+:46]1[cH:47][cH:48][cH:49][cH:50][cH:51]1>>[CH3:1][O:2][c:3]1[cH:4][cH:5][c:6]([CH:9]2[CH2:10][C:11](=[O:15])[CH2:12][CH2:13][CH2:14]2)[cH:7][cH:8]1. Reactants: ClC1=CC=C(C=N1)S(=O)(=O)N1C[C@@H](N(CC1)C1=CC=C(C=C1)C(C(F)(F)F)(C(F)(F)F)O)CN1[C@@H](COCC1)C (2-(4-((S)-4-((6-chloropyridin-3-yl)sulfonyl)-2-(((R)-3-methylmorpholino)methyl)piperazin-1-yl)phenyl)-1,1,1,3,3,3-hexafluoropropan-2-ol), [OH-].[NH4+] (ammonium hydroxide). Solvent: CCO (EtOH). Conditions: temperature 140 celsius. Product: NC1=CC=C(C=N1)S(=O)(=O)N1C[C@@H](N(CC1)C1=CC=C(C=C1)C(C(F)(F)F)(C(F)(F)F)O)CN1[C@H](COCC1)C (2-(4-((2S)-4-((6-amino-3-pyridinyl)sulfonyl)-2-(((3S)-3-methyl-4-morpholinyl)methyl)-1-piperazinyl)phenyl)-1,1,1,3,3,3-hexafluoro-2-propanol). As a reaction SMILES: Cl[C:2]1[N:7]=[CH:6][C:5]([S:8]([N:11]2[CH2:16][CH2:15][N:14]([C:17]3[CH:22]=[CH:21][C:20]([C:23]([OH:32])([C:28]([F:31])([F:30])[F:29])[C:24]([F:27])([F:26])[F:25])=[CH:19][CH:18]=3)[C@@H:13]([CH2:33][N:34]3[CH2:39][CH2:38][O:37][CH2:36][C@H:35]3[CH3:40])[CH2:12]2)(=[O:10])=[O:9])=[CH:4][CH:3]=1.[OH-].[NH4+:42]>CCO>[NH2:42][C:2]1[N:7]=[CH:6][C:5]([S:8]([N:11]2[CH2:16][CH2:15][N:14]([C:17]3[CH:22]=[CH:21][C:20]([C:23]([OH:32])([C:28]([F:31])([F:30])[F:29])[C:24]([F:27])([F:26])[F:25])=[CH:19][CH:18]=3)[C@@H:13]([CH2:33][N:34]3[CH2:39][CH2:38][O:37][CH2:36][C@@H:35]3[CH3:40])[CH2:12]2)(=[O:10])=[O:9])=[CH:4][CH:3]=1 |f:1.2|. Procedure details: The crude chloropyridine derivative was dissolved in 2 mL of EtOH and 2 mL of 30% aqueous ammonium hydroxide. This solution was heated to 140° C. for 60 min. The mixture was concentrated in vacuo and the crude material was purified via column chromatography (40 g silica gel, 0 to 10% MeOH in CH2Cl2) to give 2-(4-((2S)-4-((6-amino-3-pyridinyl)sulfonyl)-2-(((3S)-3-methyl-4-morpholinyl)methyl)-1-piperazinyl)phenyl)-1,1,1,3,3,3-hexafluoro-2-propanol (23 mg) as a foamy solid. Reactants: C(C)(=O)OCC (ethyl acetate), BrCC=1C(=C(C=C(C1)OC)CCC1=C(C(=CC(=C1)OC)CBr)OC)OC (1,2-bis[3-(bromomethyl)-2,5-dimethoxyphenyl]ethane), ceric ammonium nitrate, C(C)#N (acetonitrile), ceric ammonium nitrate. Run in O (water), O (water). Yields the product C(CC=1C(C(=CC(C1)=O)CBr)=O)C=1C(C(=CC(C1)=O)CBr)=O (2,2'-ethylenebis[6-(bromomethyl)-p-benzoquinone]). Reaction SMILES: [Br:1][CH2:2][C:3]1[C:4]([O:25]C)=[C:5]([CH2:11][CH2:12][C:13]2[CH:18]=[C:17]([O:19]C)[CH:16]=[C:15]([CH2:21][Br:22])[C:14]=2[O:23]C)[CH:6]=[C:7]([O:9]C)[CH:8]=1.C(#N)C.C(OCC)(=O)C>O>[CH2:12]([C:13]1[C:14](=[O:23])[C:15]([CH2:21][Br:22])=[CH:16][C:17](=[O:19])[CH:18]=1)[CH2:11][C:5]1[C:4](=[O:25])[C:3]([CH2:2][Br:1])=[CH:8][C:7](=[O:9])[CH:6]=1. Reported procedure: 0.85 g. (1.7 mmole) of 1,2-bis[3-(bromomethyl)-2,5-dimethoxyphenyl]ethane, prepared as described in Example IX above, was dissolved in 50 ml. of hot acetonitrile. This solution was cooled to a temperature just above the point at which it became cloudy and then there was added dropwise thereto a solution of 6.37 g. (11.6 mmole) of ceric ammonium nitrate in 8 ml. of water. Stirring of the mixed solution was continued for ten minutes after the addition of the ceric ammonium nitrate was complete, th... Procedure details: A solution of 6-(1-tert-butoxycarbonyl-piperidin-4-ylamino)-nicotinic acid (0.46 g, 1.43 mmol) in ethanol (40 mL) and 4 M HCl in dioxane (40 mL) was stirred at rt for 1 h. The solvent was removed under reduced pressure and the crude product used in the consecutive step without further purification assuming quantitative deprotection and formation of the dihydrochloride salt. MS (ISP): 222.3 [M+H]+. Solvent: C(C)O (ethanol), O1CCOCC1 (dioxane). Reactants: C(C)(C)(C)OC(=O)N1CCC(CC1)NC1=NC=C(C(=O)O)C=C1 (6-(1-tert-butoxycarbonyl-piperidin-4-ylamino)-nicotinic acid), Cl (HCl). RXN SMILES: C(OC([N:8]1[CH2:13][CH2:12][CH:11]([NH:14][C:15]2[CH:23]=[CH:22][C:18]([C:19]([OH:21])=[O:20])=[CH:17][N:16]=2)[CH2:10][CH2:9]1)=O)(C)(C)C.[ClH:24]>C(O)C.O1CCOCC1>[ClH:24].[ClH:24].[NH:8]1[CH2:13][CH2:12][CH:11]([NH:14][C:15]2[CH:23]=[CH:22][C:18]([C:19]([OH:21])=[O:20])=[CH:17][N:16]=2)[CH2:10][CH2:9]1 |f:4.5.6|. Yields the product Cl.Cl.N1CCC(CC1)NC1=NC=C(C(=O)O)C=C1 (6-(Piperidin-4-ylamino)-nicotinic acid dihydrochloride).